This data is from the Open Reaction Database (ORD), a public repository of structured organic reaction records. The task is: describe an organic reaction: reactants, conditions, products, and yield Reactants: C#CC1(OC(=O)CCC)CN2CCC1CC2, CO, [Na+], [OH-], O. The product is C#CC1(O)CN2CCC1CC2. RXN SMILES: [C:1](#[CH:2])[C:3]1([O:11][C:12](=[O:13])[CH2:14][CH2:15][CH3:16])[CH2:4][N:5]2[CH2:6][CH2:7][CH:8]1[CH2:9][CH2:10]2.[CH3:17][OH:18].[Na+:20].[OH-:19].[OH2:21]>>[C:1](#[CH:2])[C:3]1([OH:11])[CH2:4][N:5]2[CH2:6][CH2:7][CH:8]1[CH2:9][CH2:10]2. The reactants are BrCCN1C(C=2C(C1=O)=CC=CC2)=O (N(2-bromoethyl)phthalimide), [I-].[Na+] (Sodium iodide), C([O-])([O-])=O.[K+].[K+] (Potassium carbonate), C[C@@H]1CN(C[C@@H](N1)C)C(=O)OC(C)(C)C (tert-butyl (cis)-3,5-dimethyl-1-piperazinecarboxylate). The solvent is C(C)#N (acetonitrile). Run at time 5 minute. The product is N (ammonia), O=C1N(C(C2=CC=CC=C12)=O)CCN1[C@@H](CN(C[C@@H]1C)C(=O)OC(C)(C)C)C (tert-butyl (cis)4-[2-(1,3-dioxo-1,3-dihydro-2H-isoindol-2-yl)ethyl]-3,5-dimethyl-1-piperazinecarboxylate). The yield is 40.5%. Reaction SMILES: C(=O)([O-])[O-].[K+].[K+].[CH3:7][C@H:8]1[NH:13][C@@H:12]([CH3:14])[CH2:11][N:10]([C:15]([O:17][C:18]([CH3:21])([CH3:20])[CH3:19])=[O:16])[CH2:9]1.Br[CH2:23][CH2:24][N:25]1[C:29](=[O:30])[C:28]2=[CH:31][CH:32]=[CH:33][CH:34]=[C:27]2[C:26]1=[O:35].[I-].[Na+]>C(#N)C>[NH3:10].[O:35]=[C:26]1[C:27]2[C:28](=[CH:31][CH:32]=[CH:33][CH:34]=2)[C:29](=[O:30])[N:25]1[CH2:24][CH2:23][N:13]1[C@@H:8]([CH3:7])[CH2:9][N:10]([C:15]([O:17][C:18]([CH3:19])([CH3:21])[CH3:20])=[O:16])[CH2:11][C@H:12]1[CH3:14] |f:0.1.2,5.6|. Procedure: Potassium carbonate (1.79 g) was added to a solution of tert-butyl (cis)-3,5-dimethyl-1-piperazinecarboxylate (2.57 g) [see Preparation 5] in acetonitrile (10 ml). The reaction mixture was stirred at room temperature for 5 minutes, after which time N(2-bromoethyl)phthalimide (3.36 g) was added and the mixture was stirred for a further 4 hours. Sodium iodide (0.1 g) was added and the reaction mixture was heated to reflux for 18 hours. The mixture was then cooled and the solvent removed under redu... The reactants are O=C([O-])O, ClCCl, CCN(C(C)C)C(C)C, ClC(Cl)Cl, [Na+], CC(C)(C)OC(=O)N1CCC(O)C1, O=S(=O)(O)C(F)(F)F, CC(N)c1cccc2ccccc12. Yields the product CC(NC1CCN(C(=O)OC(C)(C)C)C1)c1cccc2ccccc12. Reaction SMILES: [C:44](=[O:45])([OH:46])[O-:47].[CH2:49]([Cl:50])[Cl:51].[CH:14]([N:15]([CH:16]([CH3:17])[CH3:18])[CH2:19][CH3:20])([CH3:21])[CH3:22].[CH:52]([Cl:53])([Cl:54])[Cl:55].[Na+:48].[OH:1][CH:2]1[CH2:3][N:4]([C:7](=[O:8])[O:9][C:10]([CH3:11])([CH3:12])[CH3:13])[CH2:5][CH2:6]1.[OH:23][S:24]([C:25]([F:26])([F:27])[F:28])(=[O:29])=[O:30].[c:31]1([CH:41]([CH3:42])[NH2:43])[cH:32][cH:33][cH:34][c:35]2[cH:36][cH:37][cH:38][cH:39][c:40]12>>[CH:2]1([NH:43][CH:41]([c:31]2[cH:32][cH:33][cH:34][c:35]3[cH:36][cH:37][cH:38][cH:39][c:40]23)[CH3:42])[CH2:3][N:4]([C:7](=[O:8])[O:9][C:10]([CH3:11])([CH3:12])[CH3:13])[CH2:5][CH2:6]1. Reactants: BrC1=CC(=C(C(=O)Cl)C=C1)Cl (4-bromo-2-chloro-benzoyl chloride), [Cl-].[Al+3].[Cl-].[Cl-] (aluminium chloride), ice water, C1(=CC=CC=C1)OC (anisole). Solvent: [N+](=O)([O-])C1=CC=CC=C1 (nitrobenzene), [N+](=O)([O-])C1=CC=CC=C1 (nitrobenzene). Product: BrC1=CC(=C(C=C1)C(=O)C1=CC=C(C=C1)OC)Cl ((4-bromo-2-chloro-phenyl)-(4-methoxy-phenyl)-methanone). RXN SMILES: [Cl-].[Al+3].[Cl-].[Cl-].[Br:5][C:6]1[CH:14]=[CH:13][C:9]([C:10](Cl)=[O:11])=[C:8]([Cl:15])[CH:7]=1.[C:16]1([O:22][CH3:23])[CH:21]=[CH:20][CH:19]=[CH:18][CH:17]=1>[N+](C1C=CC=CC=1)([O-])=O>[Br:5][C:6]1[CH:14]=[CH:13][C:9]([C:10]([C:19]2[CH:20]=[CH:21][C:16]([O:22][CH3:23])=[CH:17][CH:18]=2)=[O:11])=[C:8]([Cl:15])[CH:7]=1 |f:0.1.2.3|. Procedure details: 7.2 g of aluminium chloride are added to 80 ml of nitrobenzene at 5° C. and a solution of 8 g of 4-bromo-2-chloro-benzoyl chloride in 20 ml of nitrobenzene is added dropwise in such a manner that the temperature does not exceed 10° C. After stirring and adding 3.26 ml of anisole the reaction mixture is warmed to room temperature, stirred and subsequently poured on to ice-water and extracted with methylene chloride. The extracts are washed with saturated sodium chloride solution, dried and evapor... Reactants: [BH4-], CCO, [Cl-], O=Cc1ccccc1[N+](=O)[O-], NC1CCN(Cc2ccccc2)CC1, [NH4+], [Na+]. Product: O=[N+]([O-])c1ccccc1CNC1CCN(Cc2ccccc2)CC1. As a reaction SMILES: [BH4-:26].[CH3:30][CH2:31][OH:32].[Cl-:28].[N+:1](=[O:2])([O-:3])[c:4]1[c:5]([CH:6]=[O:7])[cH:8][cH:9][cH:10][cH:11]1.[NH2:12][CH:13]1[CH2:14][CH2:15][N:16]([CH2:19][c:20]2[cH:21][cH:22][cH:23][cH:24][cH:25]2)[CH2:17][CH2:18]1.[NH4+:29].[Na+:27]>>[N+:1](=[O:2])([O-:3])[c:4]1[c:5]([CH2:6][NH:12][CH:13]2[CH2:14][CH2:15][N:16]([CH2:19][c:20]3[cH:21][cH:22][cH:23][cH:24][cH:25]3)[CH2:17][CH2:18]2)[cH:8][cH:9][cH:10][cH:11]1. Starting materials: CC12S[C@H]3N(C1(C(=O)OCC(Cl)(Cl)Cl)C2)C(C3NC(=O)SC3=CC=CC=C3)=O (2,2,2-trichloroethyl 2-methyl-2,3-methylene-6-(phenylthio)carbonylaminopenam-3-carboxylate). The reagents and catalysts are [Zn] (zinc), [Zn] (zinc). The solvent is CN(C=O)C (dimethylformamide), C(C)(=O)O (acetic acid). Reaction conditions: time 1.5 hour. Product: CC12S[C@H]3N(C1(C(=O)O)C2)C(C3NC(=O)SC3=CC=CC=C3)=O (2-methyl-2,3-methylene-6-(phenylthio)carbonylaminopenam-3-carboxylic acid). Isolated yield 56.8%. RXN SMILES: [CH3:1][C:2]12[CH2:15][C:6]1([C:7]([O:9]CC(Cl)(Cl)Cl)=[O:8])[N:5]1[C:16](=[O:28])[CH:17]([NH:18][C:19]([S:21][C:22]3[CH:27]=[CH:26][CH:25]=[CH:24][CH:23]=3)=[O:20])[C@H:4]1[S:3]2>CN(C)C=O.C(O)(=O)C.[Zn]>[CH3:1][C:2]12[CH2:15][C:6]1([C:7]([OH:9])=[O:8])[N:5]1[C:16](=[O:28])[CH:17]([NH:18][C:19]([S:21][C:22]3[CH:27]=[CH:26][CH:25]=[CH:24][CH:23]=3)=[O:20])[C@H:4]1[S:3]2. Reported procedure: To a solution of 2,2,2-trichloroethyl 2-methyl-2,3-methylene-6-(phenylthio)carbonylaminopenam-3-carboxylate (1.04 g.) in a mixture of dimethylformamide (7 ml.) and acetic acid (2.2 ml.) was added zinc powder (1.8 g.) under ice-cooling, and the mixture was stirred for 1.5 hours. After the reaction, zinc powder was filtered off and the filtrate was poured into a mixture of ethyl acetate (30 ml.) and ice-water (30 ml.) containing 2% hydrochloric acid (2 ml.), extracted and then the aqueous layer wa...